The task is: describe an organic reaction: reactants, conditions, products, and yield. This data is from the Open Reaction Database (ORD), a public repository of structured organic reaction records. The reactants are BrB(Br)Br, ClCCl, Cl, COc1ccc2c(Oc3ccc(OCCN4CCCCC4)cc3)c(OS(=O)(=O)C(F)(F)F)ccc2c1. As a reaction SMILES: [B:1]([Br:2])([Br:3])[Br:4].[Cl:42][CH2:43][Cl:44].[ClH:5].[F:6][C:7]([S:8](=[O:9])(=[O:10])[O:11][c:12]1[c:13]([O:24][c:25]2[cH:26][cH:27][c:28]([O:31][CH2:32][CH2:33][N:34]3[CH2:35][CH2:36][CH2:37][CH2:38][CH2:39]3)[cH:29][cH:30]2)[c:14]2[cH:15][cH:16][c:17]([O:22][CH3:23])[cH:18][c:19]2[cH:20][cH:21]1)([F:40])[F:41]>>[F:6][C:7]([S:8](=[O:9])(=[O:10])[O:11][c:12]1[c:13]([O:24][c:25]2[cH:26][cH:27][c:28]([O:31][CH2:32][CH2:33][N:34]3[CH2:35][CH2:36][CH2:37][CH2:38][CH2:39]3)[cH:29][cH:30]2)[c:14]2[cH:15][cH:16][c:17]([OH:22])[cH:18][c:19]2[cH:20][cH:21]1)([F:40])[F:41]. Yields the product O=S(=O)(Oc1ccc2cc(O)ccc2c1Oc1ccc(OCCN2CCCCC2)cc1)C(F)(F)F. The reactants are CC(=O)N1CCC(C(=O)O)CC1, Cl, CN(C(=O)c1cc(C(F)(F)F)cc(C(F)(F)F)c1)C1CCNCC1c1ccc(F)cc1. Product: CC(=O)N1CCC(C(=O)N2CCC(N(C)C(=O)c3cc(C(F)(F)F)cc(C(F)(F)F)c3)C(c3ccc(F)cc3)C2)CC1. RXN SMILES: [C:33]([CH3:34])(=[O:35])[N:36]1[CH2:37][CH2:38][CH:39]([C:42](=[O:43])[OH:44])[CH2:40][CH2:41]1.[ClH:1].[F:2][c:3]1[cH:4][cH:5][c:6]([CH:9]2[CH2:10][NH:11][CH2:12][CH2:13][CH:14]2[N:15]([C:16]([c:17]2[cH:18][c:19]([C:27]([F:28])([F:29])[F:30])[cH:20][c:21]([C:23]([F:24])([F:25])[F:26])[cH:22]2)=[O:31])[CH3:32])[cH:7][cH:8]1>>[F:2][c:3]1[cH:4][cH:5][c:6]([CH:9]2[CH2:10][N:11]([C:42]([CH:39]3[CH2:38][CH2:37][N:36]([C:33]([CH3:34])=[O:35])[CH2:41][CH2:40]3)=[O:43])[CH2:12][CH2:13][CH:14]2[N:15]([C:16]([c:17]2[cH:18][c:19]([C:27]([F:28])([F:29])[F:30])[cH:20][c:21]([C:23]([F:24])([F:25])[F:26])[cH:22]2)=[O:31])[CH3:32])[cH:7][cH:8]1.